Dataset: the Open Reaction Database (ORD), a public repository of structured organic reaction records. Task: describe an organic reaction: reactants, conditions, products, and yield The reactants are COC(=O)c1ccc(-c2ccccc2)c([N+](=O)[O-])c1, CCO. Product: COC(=O)c1ccc(-c2ccccc2)c(N)c1. As a reaction SMILES: [CH3:1][O:2][C:3](=[O:4])[c:5]1[cH:6][c:7]([N+:17]([O-:18])=[O:19])[c:8](-[c:11]2[cH:12][cH:13][cH:14][cH:15][cH:16]2)[cH:9][cH:10]1.[CH3:20][CH2:21][OH:22]>>[CH3:1][O:2][C:3](=[O:4])[c:5]1[cH:6][c:7]([NH2:17])[c:8](-[c:11]2[cH:12][cH:13][cH:14][cH:15][cH:16]2)[cH:9][cH:10]1. Reactants: ClC1=C(COCCOCCCCCCN2C(O[C@@H](C2)C2=CC3=C(OC(OC3)(C)C)C=C2)=O)C(=CC=C1)Cl ((5R)-3-(6-{2-[(2,6-dichlorobenzyl)oxy]ethoxy}hexyl)-5-(2,2-dimethyl-4H-1,3-benzodioxin-6-yl)-1,3-oxazolidin-2-one), C[Si]([O-])(C)C.[K+] (potassium trimethylsilanolate). Solvent: C1CCOC1 (THF). Reaction conditions: time 3 hour. The product is ClC1=C(COCCOCCCCCCNC[C@H](O)C2=CC3=C(OC(OC3)(C)C)C=C2)C(=CC=C1)Cl ((1R)-2-[(6-{2-[(2,6-Dichlorobenzyl)oxy]ethoxy}hexyl)amino]-1-(2,2-dimethyl-4H-1,3-benzodioxin-6-yl)ethanol). Yield: 97.4%. As a reaction SMILES: [Cl:1][C:2]1[CH:36]=[CH:35][CH:34]=[C:33]([Cl:37])[C:3]=1[CH2:4][O:5][CH2:6][CH2:7][O:8][CH2:9][CH2:10][CH2:11][CH2:12][CH2:13][CH2:14][N:15]1[CH2:19][C@@H:18]([C:20]2[CH:31]=[CH:30][C:23]3[O:24][C:25]([CH3:29])([CH3:28])[O:26][CH2:27][C:22]=3[CH:21]=2)[O:17]C1=O.C[Si](C)(C)[O-].[K+]>C1COCC1>[Cl:1][C:2]1[CH:36]=[CH:35][CH:34]=[C:33]([Cl:37])[C:3]=1[CH2:4][O:5][CH2:6][CH2:7][O:8][CH2:9][CH2:10][CH2:11][CH2:12][CH2:13][CH2:14][NH:15][CH2:19][C@@H:18]([C:20]1[CH:31]=[CH:30][C:23]2[O:24][C:25]([CH3:28])([CH3:29])[O:26][CH2:27][C:22]=2[CH:21]=1)[OH:17] |f:1.2|. Reported procedure: A solution of (5R)-3-(6-{2-[(2,6-dichlorobenzyl)oxy]ethoxy}hexyl)-5-(2,2-dimethyl-4H-1,3-benzodioxin-6-yl)-1,3-oxazolidin-2-one (140 mg) in THF (7 ml) under nitrogen was treated with potassium trimethylsilanolate (130 mg) and the mixture was heated (oil bath temperature 80°) with stirring for 3 h. The mixture was cooled to 20° and was partitioned between phosphate buffer solution (20 ml, pH6.5) and EtOAc (20 ml). The organic phase was separated, dried (NaSO4) and the solvent evaporated in vacuo ...